From a dataset of the Open Reaction Database (ORD), a public repository of structured organic reaction records. describe an organic reaction: reactants, conditions, products, and yield Starting materials: N[C@H](C(=O)NC=1SC(=NN1)C1=CC=NC=C1)CC1=CC=CC=C1 ((S)-2-amino-3-phenyl-N-(5-(pyridin-4-yl)-1,3,4-thiadiazol-2-yl)propanamide), N1C=NC(=C1)C=O (1H-imidazole-4-carbaldehyde), [BH3-]C#N.[Na+] (NaCNBH3). Solvent: CO (MeOH). Run at time 4 hour. The product is CN1C=NC(=C1)CN[C@H](C(=O)NC=1SC(=NN1)C1=CC=NC=C1)CC1=CC=CC=C1 ((S)-2-((1-methyl-1H-imidazol-4-yl)methylamino)-3-phenyl-N-(5-(pyridin-4-yl)-1,3,4-thiadiazol-2-yl)propanamide). Yield: 56.0%. As a reaction SMILES: [NH2:1][C@@H:2]([CH2:17][C:18]1[CH:23]=[CH:22][CH:21]=[CH:20][CH:19]=1)[C:3]([NH:5][C:6]1[S:7][C:8]([C:11]2[CH:16]=[CH:15][N:14]=[CH:13][CH:12]=2)=[N:9][N:10]=1)=[O:4].[NH:24]1[CH:28]=[C:27]([CH:29]=O)[N:26]=[CH:25]1.[BH3-][C:32]#N.[Na+]>CO>[CH3:32][N:24]1[CH:28]=[C:27]([CH2:29][NH:1][C@@H:2]([CH2:17][C:18]2[CH:23]=[CH:22][CH:21]=[CH:20][CH:19]=2)[C:3]([NH:5][C:6]2[S:7][C:8]([C:11]3[CH:16]=[CH:15][N:14]=[CH:13][CH:12]=3)=[N:9][N:10]=2)=[O:4])[N:26]=[CH:25]1 |f:2.3|. Reported procedure: A solution of (S)-2-amino-3-phenyl-N-(5-(pyridin-4-yl)-1,3,4-thiadiazol-2-yl)propanamide (0.066 g, 0.20 mmol), 1H-imidazole-4-carbaldehyde (0.019 g, 0.20 mmol) in MeOH (2 mL) was heated to 55° C. for 15 min before addition of NaCNBH3 (0.038 g, 0.61 mmol) and let stir for 4 h. The crude mixture was then purified by RPHPLC to afford (S)-2-((1-methyl-1H-imidazol-4-yl)methylamino)-3-phenyl-N-(5-(pyridin-4-yl)-1,3,4-thiadiazol-2-yl)propanamide (47.0 mg, 55%).